Dataset: the Open Reaction Database (ORD), a public repository of structured organic reaction records. Task: describe an organic reaction: reactants, conditions, products, and yield Reactants: C(C1=CC=CC=C1)[Li] (benzyllithium), C(C)(C)(C)S(=O)/N=C(\C)/C=1N=NN(C1)C=1C=C(C(=O)N[C@H](C)C2=CC=C(C=C2)F)C=C(C1)N(CCC)S(=O)(=O)C (3-{4-[(1E)-N-(tert-butylsulfinyl)ethanimidoyl]-1H-1,2,3-triazol-1-yl}-N-[(1R)-1-(4-fluorophenyl)ethyl]-5-[(methylsulfonyl)(propyl)amino]benzamide), C(C1=CC=CC=C1)[Li] (benzyllithium), C[Al](C)C (trimethylaluminum). Solvent: C1(=CC=CC=C1)C (toluene). Run at time 1 hour. Product: C(C)(C)(C)S(=O)NC(CC1=CC=CC=C1)(C)C=1N=NN(C1)C=1C=C(C(=O)N[C@H](C)C2=CC=C(C=C2)F)C=C(C1)N(CCC)S(=O)(=O)C (3-(4-{1-[(tert-butylsulfinyl)amino]-1-methyl-2-phenylethyl}-1H-1,2,3-triazol-1-yl)-N-[(1R)-1-(4-fluorophenyl)ethyl]-5-[(methylsulfonyl)(propyl)amino]benzamide). Yield: 23.4%. RXN SMILES: [C:1]([S:5](/[N:7]=[C:8](/[C:10]1[N:11]=[N:12][N:13]([C:15]2[CH:16]=[C:17]([CH:30]=[C:31]([N:33]([S:37]([CH3:40])(=[O:39])=[O:38])[CH2:34][CH2:35][CH3:36])[CH:32]=2)[C:18]([NH:20][C@@H:21]([C:23]2[CH:28]=[CH:27][C:26]([F:29])=[CH:25][CH:24]=2)[CH3:22])=[O:19])[CH:14]=1)\[CH3:9])=[O:6])([CH3:4])([CH3:3])[CH3:2].C[Al](C)C.[CH2:45]([Li])[C:46]1[CH:51]=[CH:50][CH:49]=[CH:48][CH:47]=1>C1(C)C=CC=CC=1>[C:1]([S:5]([NH:7][C:8]([C:10]1[N:11]=[N:12][N:13]([C:15]2[CH:16]=[C:17]([CH:30]=[C:31]([N:33]([S:37]([CH3:40])(=[O:38])=[O:39])[CH2:34][CH2:35][CH3:36])[CH:32]=2)[C:18]([NH:20][C@@H:21]([C:23]2[CH:28]=[CH:27][C:26]([F:29])=[CH:25][CH:24]=2)[CH3:22])=[O:19])[CH:14]=1)([CH3:9])[CH2:45][C:46]1[CH:51]=[CH:50][CH:49]=[CH:48][CH:47]=1)=[O:6])([CH3:2])([CH3:4])[CH3:3]. Procedure details: To a 0° C. suspension of 0.03 g (0.05 mmol) 3-{4-[(1E)-N-(tert-butylsulfinyl)ethanimidoyl]-1H-1,2,3-triazol-1-yl}-N-[(1R)-1-(4-fluorophenyl)ethyl]-5-[(methylsulfonyl)(propyl)amino]benzamide in 5 mL toluene was added 0.1 mL (0.2 mmol, 2M solution in toluene) trimethylaluminum followed by 1 mL (approx. 0.2 mmol, 0.2 mM solution in ether) benzyllithium. The reaction mixture was stirred for 1 hr, then 0.4 mL more benzyllithium was added and the reaction mixture stirred for another hour at 0° C. The ... The reactants are N(C1=CC=CC=C1)C1=NC(=C2NC=NC2=N1)Cl (2-anilino-6-chloropurine), C(C)(=O)OCCCCBr (4-acetoxybutyl bromide). The solvent is CN(C)C=O.C(Cl)(Cl)Cl (DMF chloroform). The product is N(C1=CC=CC=C1)C1=NC(=C2N=CN(C2=N1)CCCCOC(C)=O)Cl (2-anilino-6-chloro-9-(4-acetoxybutyl) purine). The yield is 45.0%. As a reaction SMILES: [NH:1]([C:8]1[N:16]=[C:15]2[C:11]([NH:12][CH:13]=[N:14]2)=[C:10]([Cl:17])[N:9]=1)[C:2]1[CH:7]=[CH:6][CH:5]=[CH:4][CH:3]=1.[C:18]([O:21][CH2:22][CH2:23][CH2:24][CH2:25]Br)(=[O:20])[CH3:19]>CN(C=O)C.C(Cl)(Cl)Cl>[NH:1]([C:8]1[N:16]=[C:15]2[C:11]([N:12]=[CH:13][N:14]2[CH2:25][CH2:24][CH2:23][CH2:22][O:21][C:18](=[O:20])[CH3:19])=[C:10]([Cl:17])[N:9]=1)[C:2]1[CH:3]=[CH:4][CH:5]=[CH:6][CH:7]=1 |f:2.3|. Reported procedure: Reaction between 2-anilino-6-chloropurine and 4-acetoxybutyl bromide was performed as described in A.a., above, giving 2-anilino-6-chloro-9-(4-acetoxybutyl) purine in a 45% yield (from DMF/chloroform), mp 195°-197° C. 1H NMR δ9.98 (s, 2-NH), 8.32 (s, 8-H), 7.31 (m, C6H5), 4.20 (t, 1'-CH2), 4.02 (t, 4'-CH2), 1.95 (s, CH3), 1.92, 1.58 (m, 2'/3'CH2). Starting materials: C(C)(C)C1=C(C(=CC=C1)C(C)C)NS(=O)(=O)CC(=O)NC=1N=NN(N1)CCCCCCCCCCCC (2-(2,6-Diisopropyl-phenylsulfamoyl)-N-(dodecyl-2-H-tetrazol-5-yl)-acetamide), CCCCCCCCCCCCS (dodecylthiol). The product is C(CCCCCCCCCCC)SC(CS(NC1=C(C=CC=C1C(C)C)C(C)C)(=O)=O)=O ((2,6-Diisopropylphenylsulfamoyl)-thio-acetic Acid S-dodecyl Ester). As a reaction SMILES: [CH:1]([C:4]1[CH:9]=[CH:8][CH:7]=[C:6]([CH:10]([CH3:12])[CH3:11])[C:5]=1[NH:13][S:14]([CH2:17][C:18](NC1N=NN(CCCCCCCCCCCC)N=1)=[O:19])(=[O:16])=[O:15])([CH3:3])[CH3:2].[CH3:38][CH2:39][CH2:40][CH2:41][CH2:42][CH2:43][CH2:44][CH2:45][CH2:46][CH2:47][CH2:48][CH2:49][SH:50]>>[CH2:49]([S:50][C:18](=[O:19])[CH2:17][S:14](=[O:16])(=[O:15])[NH:13][C:5]1[C:4]([CH:1]([CH3:3])[CH3:2])=[CH:9][CH:8]=[CH:7][C:6]=1[CH:10]([CH3:11])[CH3:12])[CH2:48][CH2:47][CH2:46][CH2:45][CH2:44][CH2:43][CH2:42][CH2:41][CH2:40][CH2:39][CH3:38]. Procedure details: This compound was prepared in the same manner as for the title compound of Example 2, except that 2-DAT was replaced with dodecylthiol, mp 58°-60° C. The reactants are CCc1c(OC(=O)C=Cc2ccccc2)cc(Br)c(Oc2ccc([N+](=O)[O-])cc2)c1Br, O, O, Cl[Sn]Cl. Yields the product CCc1c(OC(=O)C=Cc2ccccc2)cc(Br)c(Oc2ccc(N)cc2)c1Br. RXN SMILES: [C:1]([CH:2]=[CH:3][c:4]1[cH:5][cH:6][cH:7][cH:8][cH:9]1)(=[O:10])[O:11][c:12]1[c:13]([CH2:30][CH3:31])[c:14]([Br:29])[c:15]([O:19][c:20]2[cH:21][cH:22][c:23]([N+:26]([O-:27])=[O:28])[cH:24][cH:25]2)[c:16]([Br:18])[cH:17]1.[OH2:32].[OH2:33].[Sn:34]([Cl:35])[Cl:36]>>[C:1]([CH:2]=[CH:3][c:4]1[cH:5][cH:6][cH:7][cH:8][cH:9]1)(=[O:10])[O:11][c:12]1[c:13]([CH2:30][CH3:31])[c:14]([Br:29])[c:15]([O:19][c:20]2[cH:21][cH:22][c:23]([NH2:26])[cH:24][cH:25]2)[c:16]([Br:18])[cH:17]1. The reactants are O=C([O-])O, [Cl-], Cl, [K+], Nc1ccc(Sc2ccccn2)cc1[N+](=O)[O-]. Yields the product Nc1ccc(Sc2ccccn2)cc1N. As a reaction SMILES: [C:20](=[O:21])([OH:22])[O-:23].[Cl-:19].[ClH:18].[K+:24].[NH2:1][c:2]1[c:3]([N+:15]([O-:16])=[O:17])[cH:4][c:5]([S:8][c:9]2[n:10][cH:11][cH:12][cH:13][cH:14]2)[cH:6][cH:7]1>>[NH2:1][c:2]1[c:3]([NH2:15])[cH:4][c:5]([S:8][c:9]2[n:10][cH:11][cH:12][cH:13][cH:14]2)[cH:6][cH:7]1. Reactants: FC=1C=CC(=NC1)NC(=O)C1=NC(=CC=C1NC=1C=NC=CC1)C (6-Methyl-3-(pyridin-3-ylamino)-pyridine-2-carboxylic acid (5-fluoro-pyridin-2-yl)-amide), BrC=1C(=NC=CC1)C (3-Bromo-2-methylpyridine). The product is FC=1C=CC(=NC1)NC(=O)C1=NC(=CC=C1NC=1C(=NC=CC1)C)C (6-Methyl-3-(2-methyl-pyridin-3-ylamino)-pyridine-2-carboxylic acid (5-fluoro-pyridin-2-yl)-amide). Reaction SMILES: [F:1][C:2]1[CH:3]=[CH:4][C:5]([NH:8][C:9]([C:11]2[C:16]([NH:17][C:18]3[CH:19]=[N:20][CH:21]=[CH:22][CH:23]=3)=[CH:15][CH:14]=[C:13]([CH3:24])[N:12]=2)=[O:10])=[N:6][CH:7]=1.Br[C:26]1C(C)=NC=CC=1>>[F:1][C:2]1[CH:3]=[CH:4][C:5]([NH:8][C:9]([C:11]2[C:16]([NH:17][C:18]3[C:19]([CH3:26])=[N:20][CH:21]=[CH:22][CH:23]=3)=[CH:15][CH:14]=[C:13]([CH3:24])[N:12]=2)=[O:10])=[N:6][CH:7]=1. Procedure: The title compound, was prepared from 3-Amino-6-methyl-pyridine-2-carboxylic acid (5-fluoro-pyridin-2-yl)-amide (example 8) in accordance with the general method of example 20 using 3-Bromo-2-methylpyridine instead of 3-Bromo-4-methylpyridine to yield the final compound as a light yellow crystalline solid, MS (ISP): m/e=338.3 (M+H+).